From a dataset of the Open Reaction Database (ORD), a public repository of structured organic reaction records. describe an organic reaction: reactants, conditions, products, and yield Starting materials: FC=1C(=NC(=NC1)NC=1C(NC=CC1)=O)N[C@H]1CNCCC1 ((R)-3-(5-fluoro-4-(piperidin-3-ylamino)pyrimidin-2-ylamino)pyridin-2(1H)-one), BrC1=NN=CN1 (3-bromo-4H-1,2,4-triazole), C(C)OCC (Diethyl ether). Solvent: CO (methanol). Reaction conditions: temperature 150 celsius. Product: N=1N=C(NC1)N1C[C@@H](CCC1)NC1=NC(=NC=C1F)NC=1C(NC=CC1)=O ((R)-3-(4-(1-(4H-1,2,4-Triazol-3-yl)piperidin-3-ylamino)-5-fluoropyrimidin-2-ylamino) pyridin-2(1H)-one). Yield: 40.4%. RXN SMILES: [F:1][C:2]1[C:3]([NH:16][C@@H:17]2[CH2:22][CH2:21][CH2:20][NH:19][CH2:18]2)=[N:4][C:5]([NH:8][C:9]2[C:10](=[O:15])[NH:11][CH:12]=[CH:13][CH:14]=2)=[N:6][CH:7]=1.Br[C:24]1[NH:28][CH:27]=[N:26][N:25]=1.C(OCC)C>CO>[N:25]1[N:26]=[C:27]([N:19]2[CH2:20][CH2:21][CH2:22][C@@H:17]([NH:16][C:3]3[C:2]([F:1])=[CH:7][N:6]=[C:5]([NH:8][C:9]4[C:10](=[O:15])[NH:11][CH:12]=[CH:13][CH:14]=4)[N:4]=3)[CH2:18]2)[NH:28][CH:24]=1. Procedure details: A mixture of (R)-3-(5-fluoro-4-(piperidin-3-ylamino)pyrimidin-2-ylamino)pyridin-2(1H)-one (Preparation 22c, 50 mg, 0.16 mmol) and 3-bromo-4H-1,2,4-triazole (prepared as described in J. Med. Chem. 2004, 47(19), 4645, 12.2 mg, 0.08 mmol) was stirred and heated overnight at 150° C. The reaction mixture was cooled to ambient temperature and diluted with methanol. Diethyl ether was then added and the precipitate that formed was filtered. The filtrate was concentrated under reduced pressure and the re... Procedure: A solution of 6-(cyanomethyl)-1-[3-{2(E)-(7-chloroquinolin-2-yl)ethenyl}benzyl]indole (Example 29b) (180 mg, 0.41 mmol), methyl iodide (77 μl, 1.24 mmol) and benzyl-triethyl-ammonium chloride (94 mg, 0.41 mmol) in dichloromethane (3 ml) was stirred with a solution of sodium hydroxide (1.5 g) in water (1.5 ml) heating under reflux for 2 hours. The mixture was diluted with dichloromethane and water and the aqueous layer was extracted with further dichloromethane. The combined solvent layer was dri... Starting materials: C(#N)CC1=CC=C2C=CN(C2=C1)CC1=CC(=CC=C1)\C=C\C1=NC2=CC(=CC=C2C=C1)Cl (6-(cyanomethyl)-1-[3-{2(E)-(7-chloroquinolin-2-yl)ethenyl}benzyl]indole), CI (methyl iodide), [OH-].[Na+] (sodium hydroxide). The product is C(#N)C(C)C1=CC=C2C=CN(C2=C1)CC1=CC(=CC=C1)\C=C\C1=NC2=CC(=CC=C2C=C1)Cl (6-(1-Cyanoethyl)-1-{3-{2(E)-(7-chloroquinolin-2-yl)ethenyl}benzyl]indole). The solvent is ClCCl (dichloromethane), O (water), ClCCl (dichloromethane), O (water). RXN SMILES: [C:1]([CH2:3][C:4]1[CH:12]=[C:11]2[C:7]([CH:8]=[CH:9][N:10]2[CH2:13][C:14]2[CH:19]=[CH:18][CH:17]=[C:16](/[CH:20]=[CH:21]/[C:22]3[CH:31]=[CH:30][C:29]4[C:24](=[CH:25][C:26]([Cl:32])=[CH:27][CH:28]=4)[N:23]=3)[CH:15]=2)=[CH:6][CH:5]=1)#[N:2].[CH3:33]I.[OH-].[Na+]>[Cl-].C([N+](CC)(CC)CC)C1C=CC=CC=1.ClCCl.O>[C:1]([CH:3]([C:4]1[CH:12]=[C:11]2[C:7]([CH:8]=[CH:9][N:10]2[CH2:13][C:14]2[CH:19]=[CH:18][CH:17]=[C:16](/[CH:20]=[CH:21]/[C:22]3[CH:31]=[CH:30][C:29]4[C:24](=[CH:25][C:26]([Cl:32])=[CH:27][CH:28]=4)[N:23]=3)[CH:15]=2)=[CH:6][CH:5]=1)[CH3:33])#[N:2] |f:2.3,4.5|. The reagents and catalysts are [Cl-].C(C1=CC=CC=C1)[N+](CC)(CC)CC (benzyl-triethyl-ammonium chloride). Run in C(C(CO)(CO)N)O (Tris). Reaction conditions: time 8 hour. Yield: 84.0%. The product is CC[C@@H]([C@H]([C@H]([C@@H](C=O)O)O)O)O (6-Methyl-L-fucose). Reactants: Cl (HCl), SC(C)O (mercaptoethanol), MnCl2, O=C[C@@H](O)[C@H](O)[C@H](O)[C@@H](O)C (L-fucose), CO (Methanol). RXN SMILES: Cl.S[CH:3](O)C.[O:6]=[CH:7][C@H:8]([C@@H:10]([C@@H:12]([C@H:14]([CH3:16])[OH:15])[OH:13])[OH:11])[OH:9].CO>C(O)C(N)(CO)CO>[CH3:3][CH2:16][C@H:14]([OH:15])[C@@H:12]([OH:13])[C@@H:10]([OH:11])[C@H:8]([OH:9])[CH:7]=[O:6]. Reported procedure: The product from the previous step (89.6 mg; 0.546 mmol) was dissolved in Tris.HCl buffer (50 mM, pH 7.5; 2 mL) containing mercaptoethanol (2 mM) and MnCl2 (2 mM). An aliquot of the L-fucose isomerase crude extract (preparation described infra), (1 mL, 820 units) was added and the mixture was stirred overnight at room temperature. Methanol (2 vol) was added and the mixture was filtered through Celite. The solvent was distilled under reduced pressure and the residue chromatographed on Dowex 50W-X... The reactants are O=C([O-])[O-], CCC(CC)c1cc(C)nn2c(-c3sc(Br)nc3C)c(C)nc12, C1COCCN1, C1CCOC1, [Cs+], [Cs+]. The product is CCC(CC)c1cc(C)nn2c(-c3sc(N4CCOCC4)nc3C)c(C)nc12. Reaction SMILES: [C:30](=[O:31])([O-:32])[O-:33].[CH2:1]([CH3:2])[CH:3]([CH2:4][CH3:5])[c:6]1[c:7]2[n:8]([n:9][c:10]([CH3:12])[cH:11]1)[c:13](-[c:17]1[c:18]([CH3:23])[n:19][c:20]([Br:22])[s:21]1)[c:14]([CH3:16])[n:15]2.[CH2:24]1[CH2:25][O:26][CH2:27][CH2:28][NH:29]1.[CH2:36]1[O:37][CH2:38][CH2:39][CH2:40]1.[Cs+:34].[Cs+:35]>>[CH2:1]([CH3:2])[CH:3]([CH2:4][CH3:5])[c:6]1[c:7]2[n:8]([n:9][c:10]([CH3:12])[cH:11]1)[c:13](-[c:17]1[c:18]([CH3:23])[n:19][c:20]([N:29]3[CH2:24][CH2:25][O:26][CH2:27][CH2:28]3)[s:21]1)[c:14]([CH3:16])[n:15]2. Starting materials: FC1=C(C=CC(=C1)F)C(CN1CC(C1)CS(=O)(=O)C1=CC=C(C=C1)F)O (1-(2,4-difluorophenyl)-2-(3-{[(4-fluorophenyl)sulfonyl]methyl}azetidin-1-yl)ethanol), C(C)N(CC)S(F)(F)F ((Diethylamino)sulfur trifluoride). The solvent is ClCCl (dichloromethane). Run at time 15 minute. Yields the product FC1=C(C=CC(=C1)F)C(CN1CC(C1)CS(=O)(=O)C1=CC=C(C=C1)F)F (1-[2-(2,4-Difluorophenyl)-2-fluoroethyl]-3-{[(4-fluorophenyl)sulfonyl]methyl}azetidine). Isolated yield 50.1%. RXN SMILES: [F:1][C:2]1[CH:7]=[C:6]([F:8])[CH:5]=[CH:4][C:3]=1[CH:9](O)[CH2:10][N:11]1[CH2:14][CH:13]([CH2:15][S:16]([C:19]2[CH:24]=[CH:23][C:22]([F:25])=[CH:21][CH:20]=2)(=[O:18])=[O:17])[CH2:12]1.C(N(S(F)(F)[F:33])CC)C>ClCCl>[F:1][C:2]1[CH:7]=[C:6]([F:8])[CH:5]=[CH:4][C:3]=1[CH:9]([F:33])[CH2:10][N:11]1[CH2:14][CH:13]([CH2:15][S:16]([C:19]2[CH:24]=[CH:23][C:22]([F:25])=[CH:21][CH:20]=2)(=[O:18])=[O:17])[CH2:12]1. Procedure details: A stirred suspension of the alcohol from Step 1 (130 mg, 0.33 mmol) in dichloromethane (4 mL) under nitrogen was cooled to −10° C. (Diethylamino)sulfur trifluoride (54 μL, 0.41 mmol) was added dropwise and after 30 minutes the cooling bath was removed. After a further 15 minutes, the reaction was quenched with saturated aqueous sodium hydrogencarbonate solution and extracted with dichloromethane. The combined organic layers were washed with water and brine, dried over MgSO4 and evaporated in vac... Starting materials: ClC1=C(C(=CC=C1)CC)C(O)C=1N=CN(C1)C(C1=CC=CC=C1)(C1=CC=CC=C1)C1=CC=CC=C1 (rac-(2-chloro-6-ethyl-phenyl)-(1-trityl-1H-imidazol-4-yl)-methanol), C(C)[SiH](CC)CC (triethylsilane), FC(C(=O)O)(F)F (trifluoroacetic acid). Run in ClCCl (dichloromethane). Product: ClC1=C(C(=CC=C1)CC)C(O)C=1N=CNC1 (Rac-(2-Chloro-6-ethyl-phenyl)-(1H-imidazol-4-yl)-methanol). Reaction SMILES: [Cl:1][C:2]1[CH:7]=[CH:6][CH:5]=[C:4]([CH2:8][CH3:9])[C:3]=1[CH:10]([C:12]1[N:13]=[CH:14][N:15](C(C2C=CC=CC=2)(C2C=CC=CC=2)C2C=CC=CC=2)[CH:16]=1)[OH:11].C([SiH](CC)CC)C.FC(F)(F)C(O)=O>ClCCl>[Cl:1][C:2]1[CH:7]=[CH:6][CH:5]=[C:4]([CH2:8][CH3:9])[C:3]=1[CH:10]([C:12]1[N:13]=[CH:14][NH:15][CH:16]=1)[OH:11]. Procedure details: Prepared in analogy to Example 57(e) from rac-(2-chloro-6-ethyl-phenyl)-(1-trityl-1H-imidazol-4-yl)-methanol, triethylsilane and trifluoroacetic acid in dichloromethane at room temperature, with the title compound being obtained as a by-product resulting from deprotection of trityl group without concomitant reduction of the benzylic alcohol moiety. Yellow oil. MS (ISP): 238.9 ([{37Cl}M+H]+), 236.8 ([{35Cl}M+H]+). Starting materials: C(C1=CC=CC=C1)(C1=CC=CC=C1)OC(=O)C=1N2C(C(C2SCC1C1=CN=C(S1)NC(=O)OC)NC(CC=1SC=CC1)=O)=O (2-Benzhydryloxycarbonyl-3-(2-methoxycarbonylaminothiazol-5-yl)-8-oxo-7-(thien-2-yl-acetamido)-5-thia-1-azabicyclo[4.2.0]oct-2-ene). Solvent: C(=O)O (formic acid). Product: C(=O)(O)C=1N2C(C(C2SCC1C1=CN=C(S1)NC(=O)OC)NC(CC=1SC=CC1)=O)=O (2-Carboxy-3-(2-methoxycarbonylaminothiazol-5-yl)-8-oxo-7-(thien-2-yl-acetamido)-5-thia-1-azabicyclo[4.2.0]oct-2-ene). Yield: 66.6%. RXN SMILES: C([O:14][C:15]([C:17]1[N:18]2[CH:21]([S:22][CH2:23][C:24]=1[C:25]1[S:29][C:28]([NH:30][C:31]([O:33][CH3:34])=[O:32])=[N:27][CH:26]=1)[CH:20]([NH:35][C:36](=[O:43])[CH2:37][C:38]1[S:39][CH:40]=[CH:41][CH:42]=1)[C:19]2=[O:44])=[O:16])(C1C=CC=CC=1)C1C=CC=CC=1>C(O)=O>[C:15]([C:17]1[N:18]2[CH:21]([S:22][CH2:23][C:24]=1[C:25]1[S:29][C:28]([NH:30][C:31]([O:33][CH3:34])=[O:32])=[N:27][CH:26]=1)[CH:20]([NH:35][C:36](=[O:43])[CH2:37][C:38]1[S:39][CH:40]=[CH:41][CH:42]=1)[C:19]2=[O:44])([OH:16])=[O:14]. Reported procedure: 2-Benzhydryloxycarbonyl-3-(2-methoxycarbonylaminothiazol-5-yl)-8-oxo-7-(thien-2-yl-acetamido)-5-thia-1-azabicyclo[4.2.0]oct-2-ene (1.82 g) is treated with formic acid (20 cc) in accordance with the working method described in Example 1. 2-Carboxy-3-(2-methoxycarbonylaminothiazol-5-yl)-8-oxo-7-(thien-2-yl-acetamido)-5-thia-1-azabicyclo[4.2.0]oct-2-ene (0.9 g) is obtained in the form of a yellow solid. The reactants are N1CCNCCNCCNCC1 (cyclen), C(C1=CC=CC=C1)OC(C(CCCN1C(C2=CC=CC=C2C1=O)=O)Br)=O (2-bromo-5-(1,3-dioxo-1,3-dihydroisoindol-2-yl)pentanoic acid benzyl ester). Run in CC#N (CH3CN), CC#N (CH3CN). Conditions: time 8 hour. Yields the product C(C1=CC=CC=C1)OC(C(CCCN1C(C2=CC=CC=C2C1=O)=O)N1CCNCCNCCNCC1)=O (5-(1,3-dioxo-1,3-dihydroisoindol-2-yl)-2-(1,4,7,10-tetraazacyclododec-1-yl)pentanoic acid benzyl ester). Yield: 81.3%. RXN SMILES: [NH:1]1[CH2:12][CH2:11][NH:10][CH2:9][CH2:8][NH:7][CH2:6][CH2:5][NH:4][CH2:3][CH2:2]1.[CH2:13]([O:20][C:21](=[O:38])[CH:22](Br)[CH2:23][CH2:24][CH2:25][N:26]1[C:34](=[O:35])[C:33]2[C:28](=[CH:29][CH:30]=[CH:31][CH:32]=2)[C:27]1=[O:36])[C:14]1[CH:19]=[CH:18][CH:17]=[CH:16][CH:15]=1>CC#N>[CH2:13]([O:20][C:21](=[O:38])[CH:22]([N:1]1[CH2:12][CH2:11][NH:10][CH2:9][CH2:8][NH:7][CH2:6][CH2:5][NH:4][CH2:3][CH2:2]1)[CH2:23][CH2:24][CH2:25][N:26]1[C:27](=[O:36])[C:28]2[C:33](=[CH:32][CH:31]=[CH:30][CH:29]=2)[C:34]1=[O:35])[C:14]1[CH:15]=[CH:16][CH:17]=[CH:18][CH:19]=1. Procedure: 55 g of cyclen base (320 mmol) are dissolved in 550 ml of CH3CN, to which 119.8 g of brominated derivative (2-bromo-5-(1,3-dioxo-1,3-dihydroisoindol-2-yl)pentanoic acid benzyl ester, 288 mmol) dissolved in 550 ml of CH3CN are added dropwise. The medium is stirred at ambient temperature overnight. The precipitate is filtered off and washed thoroughly with acetonitrile. 138 g of product are obtained in the form of a white powder (corrected yield 81.3%).